This data is from the Open Reaction Database (ORD), a public repository of structured organic reaction records. The task is: describe an organic reaction: reactants, conditions, products, and yield Yields the product CCCCCCCCCCCCC(=O)Cl. The reactants are CCCCCCCCCCCCC(=O)O, O=C(Cl)C(=O)Cl, c1ccccc1. Reaction SMILES: [CH3:1][CH2:2][CH2:3][CH2:4][CH2:5][CH2:6][CH2:7][CH2:8][CH2:9][CH2:10][CH2:11][CH2:12][C:13]([OH:14])=[O:15].[Cl:16][C:17]([C:18]([Cl:19])=[O:20])=[O:21].[cH:22]1[cH:23][cH:24][cH:25][cH:26][cH:27]1>>[CH3:1][CH2:2][CH2:3][CH2:4][CH2:5][CH2:6][CH2:7][CH2:8][CH2:9][CH2:10][CH2:11][CH2:12][C:13](=[O:15])[Cl:16].